This data is from the Open Reaction Database (ORD), a public repository of structured organic reaction records. The task is: describe an organic reaction: reactants, conditions, products, and yield The reactants are N(N)C(CC1=C(C(=O)O)C=C(C(=C1)OC)OC)=O (2-(2-hydrazino-2-oxoethyl)-4,5-dimethoxy benzoic acid). Solvent: CC(=O)O (AcOH). Run at time 5 minute. Yields the product COC=1C(=CC2=C(CC(NNC2=O)=O)C1)OC (7,8-dimethoxy-1,2,3,4-tetrahydro-5H-2,3-benzodiazepine-1,4-dione). Reaction SMILES: [NH:1]([C:3](=[O:18])[CH2:4][C:5]1[CH:13]=[C:12]([O:14][CH3:15])[C:11]([O:16][CH3:17])=[CH:10][C:6]=1[C:7](O)=[O:8])[NH2:2]>CC(O)=O>[CH3:15][O:14][C:12]1[C:11]([O:16][CH3:17])=[CH:10][C:6]2[C:7](=[O:8])[NH:2][NH:1][C:3](=[O:18])[CH2:4][C:5]=2[CH:13]=1. Reported procedure: To 15 ml of AcOH at 100° C., add 1.5 g (5.9 mmol) of 2-(2-hydrazino-2-oxoethyl)-4,5-dimethoxy benzoic acid XI. After 5 minutes at 100° C., cool in an ice bath. Filter and wash twice with 1 ml of AcOH, twice with 2 ml of H2O, twice with 10 ml of Et2O. Starting materials: CN1CCN(CC1)C[C@@H]1[C@@H](SC2=C(NC1=O)C=CC=C2)C2=CC=CC=C2 (cis-2,3-dihydro-3-[(4-methylpiperazinyl)methyl]-2-phenyl-1,5-benzothiazepin-4(5H)-one), Cl (hydrochloric acid). Run in C(C)O (ethanol). The product is O.Cl.Cl.CN1CCN(CC1)C[C@@H]1[C@@H](SC2=C(NC1=O)C=CC=C2)C2=CC=CC=C2 (cis-2,3-dihydro-3-[(4-methylpiperazinyl)methyl]-2-phenyl-1,5-benzothiazepin-4(5H)-one dihydrochloride monohydrate). As a reaction SMILES: [CH3:1][N:2]1[CH2:7][CH2:6][N:5]([CH2:8][C@H:9]2[C:15](=[O:16])[NH:14][C:13]3[CH:17]=[CH:18][CH:19]=[CH:20][C:12]=3[S:11][C@H:10]2[C:21]2[CH:26]=[CH:25][CH:24]=[CH:23][CH:22]=2)[CH2:4][CH2:3]1.[ClH:27]>C(O)C>[OH2:16].[ClH:27].[ClH:27].[CH3:1][N:2]1[CH2:3][CH2:4][N:5]([CH2:8][C@H:9]2[C:15](=[O:16])[NH:14][C:13]3[CH:17]=[CH:18][CH:19]=[CH:20][C:12]=3[S:11][C@H:10]2[C:21]2[CH:26]=[CH:25][CH:24]=[CH:23][CH:22]=2)[CH2:6][CH2:7]1 |f:3.4.5.6|. Procedure: 3.6 g of cis-2,3-dihydro-3-[(4-methylpiperazinyl)methyl]-2-phenyl-1,5-benzothiazepin-4(5H)-one was dissolved in 10 ml of ethanol, and 2.5 ml of concentrated hydrochloric acid was added to the solution while stirring. The precipitated crystals were filtered and recrystallized from aqueous methanol to obtain cis-2,3-dihydro-3-[(4-methylpiperazinyl)methyl]-2-phenyl-1,5-benzothiazepin-4(5H)-one dihydrochloride monohydrate as colorless needles having a melting point of 212° C. (with decomposition). Starting materials: CCCN1CCN(c2ccc(N)c(OC)c2)CC1, C[O-], CO, CCCCCC, O=C(Nc1c(F)cccc1F)c1cccc(-c2nc3ccccn3c2-c2ccnc(Cl)n2)c1, ClCCl, Cl, [Na+], C1COCCO1, OCC(F)(F)F. Product: CCCN1CCN(c2ccc(Nc3nccc(-c4c(-c5cccc(C(=O)Nc6c(F)cccc6F)c5)nc5ccccn45)n3)c(OC)c2)CC1. RXN SMILES: [CH3:34][O:35][c:36]1[c:37]([NH2:51])[cH:38][cH:39][c:40]([N:42]2[CH2:43][CH2:44][N:45]([CH2:48][CH2:49][CH3:50])[CH2:46][CH2:47]2)[cH:41]1.[CH3:59][O-:60].[CH3:68][OH:69].[CH3:73][CH2:74][CH2:75][CH2:76][CH2:77][CH3:78].[Cl:1][c:2]1[n:3][cH:4][cH:5][c:6](-[c:8]2[c:9](-[c:17]3[cH:18][c:19]([C:20](=[O:21])[NH:22][c:23]4[c:24]([F:30])[cH:25][cH:26][cH:27][c:28]4[F:29])[cH:31][cH:32][cH:33]3)[n:10][c:11]3[n:12]2[cH:13][cH:14][cH:15][cH:16]3)[n:7]1.[Cl:70][CH2:71][Cl:72].[ClH:52].[Na+:61].[O:53]1[CH2:54][CH2:55][O:56][CH2:57][CH2:58]1.[OH:62][CH2:63][C:64]([F:65])([F:66])[F:67]>>[c:2]1([NH:51][c:37]2[c:36]([O:35][CH3:34])[cH:41][c:40]([N:42]3[CH2:43][CH2:44][N:45]([CH2:48][CH2:49][CH3:50])[CH2:46][CH2:47]3)[cH:39][cH:38]2)[n:3][cH:4][cH:5][c:6](-[c:8]2[c:9](-[c:17]3[cH:18][c:19]([C:20](=[O:21])[NH:22][c:23]4[c:24]([F:30])[cH:25][cH:26][cH:27][c:28]4[F:29])[cH:31][cH:32][cH:33]3)[n:10][c:11]3[n:12]2[cH:13][cH:14][cH:15][cH:16]3)[n:7]1. Reactants: CCOC(C)=O, O=[N+]([O-])c1ccc(Oc2cccc(C(F)(F)F)c2)cc1. Product: Nc1ccc(Oc2cccc(C(F)(F)F)c2)cc1. As a reaction SMILES: [CH3:21][CH2:22][O:23][C:24](=[O:25])[CH3:26].[N+:1]([O-:2])(=[O:3])[c:4]1[cH:5][cH:6][c:7]([O:10][c:11]2[cH:12][c:13]([C:17]([F:18])([F:19])[F:20])[cH:14][cH:15][cH:16]2)[cH:8][cH:9]1>>[NH2:1][c:4]1[cH:5][cH:6][c:7]([O:10][c:11]2[cH:12][c:13]([C:17]([F:18])([F:19])[F:20])[cH:14][cH:15][cH:16]2)[cH:8][cH:9]1.